Task: describe an organic reaction: reactants, conditions, products, and yield. Dataset: the Open Reaction Database (ORD), a public repository of structured organic reaction records Reactants: COc1cc2c(cc1OC)C(=O)CC2, O, Cc1ccc(S(=O)(=O)O)cc1, O=Cc1ccncc1. The product is C=C1c2cc(OC)c(OC)cc2C(=O)C1c1ccncc1. Reaction SMILES: [CH3:1][O:2][c:3]1[cH:4][c:5]2[c:9]([cH:10][c:11]1[O:12][CH3:13])[C:8](=[O:14])[CH2:7][CH2:6]2.[OH2:34].[c:23]1([CH3:24])[cH:25][cH:26][c:27]([S:28]([OH:29])(=[O:30])=[O:31])[cH:32][cH:33]1.[n:15]1[cH:16][cH:17][c:18]([CH:21]=[O:22])[cH:19][cH:20]1>>[CH3:1][O:2][c:3]1[cH:4][c:5]2[c:9]([cH:10][c:11]1[O:12][CH3:13])[C:8](=[O:14])[CH:21]([c:18]1[cH:17][cH:16][n:15][cH:20][cH:19]1)[C:6]2=[CH2:7].